From a dataset of the Open Reaction Database (ORD), a public repository of structured organic reaction records. describe an organic reaction: reactants, conditions, products, and yield Starting materials: NC(=O)CI, [K+], [K+], O=C([O-])[O-], CN(C)C=O, O, Nc1ncnc2[nH]nc(-c3ccc4ccccc4c3)c12. Yields the product NC(=O)Cn1nc(-c2ccc3ccccc3c2)c2c(N)ncnc21. Reaction SMILES: [I:27][CH2:28][C:29](=[O:30])[NH2:31].[K+:21].[K+:22].[O-:23][C:24]([O-:25])=[O:26].[O:33]=[CH:34][N:35]([CH3:36])[CH3:37].[OH2:32].[cH:1]1[c:2](-[c:11]2[n:12][nH:13][c:14]3[n:15][cH:16][n:17][c:18]([NH2:20])[c:19]23)[cH:3][cH:4][c:5]2[cH:6][cH:7][cH:8][cH:9][c:10]12>>[cH:1]1[c:2](-[c:11]2[n:12][n:13]([CH2:28][C:29](=[O:30])[NH2:31])[c:14]3[n:15][cH:16][n:17][c:18]([NH2:20])[c:19]23)[cH:3][cH:4][c:5]2[cH:6][cH:7][cH:8][cH:9][c:10]12. The reactants are S(=O)([O-])[O-].[Na+].[Na+] (sodium sulfite), II (iodine), S(O)(O)(=O)=O (sulfuric acid), II (iodine), FC(C1C(NC(NC1)=O)=O)(F)F (5-trifluoromethyl-5,6-dihydrouracil). Run in CS(=O)C (dimethylsulfoxide). Conditions: temperature 140 celsius, time 6 hour. Product: FC(C=1C(NC(NC1)=O)=O)(F)F (5-trifluoromethyluracil). The yield is 87.9%. As a reaction SMILES: [F:1][C:2]([F:12])([F:11])[CH:3]1[CH2:8][NH:7][C:6](=[O:9])[NH:5][C:4]1=[O:10].II.S(=O)(=O)(O)O.S([O-])([O-])=O.[Na+].[Na+]>CS(C)=O>[F:11][C:2]([F:1])([F:12])[C:3]1[C:4](=[O:10])[NH:5][C:6](=[O:9])[NH:7][CH:8]=1 |f:3.4.5|. Reported procedure: In 88.7 ml of dimethylsulfoxide, 25.2 g of 5-trifluoromethyl-5,6-dihydrouracil was dissolved and 3.47 g of iodine and 0.76 ml of concentrated sulfuric acid were added to the solution to obtain a uniform solution. The obtained solution was stirred at 140° C. for 6 hours, and then cooled to room temperature, followed by adding 150 g of 3% aqueous sodium sulfite solution to reduce iodine. The resulting mixture was concentrated under reduced pressure. After adding water to the residue, the residue w...